This data is from the Open Reaction Database (ORD), a public repository of structured organic reaction records. The task is: describe an organic reaction: reactants, conditions, products, and yield Starting materials: 16, C1(CC1)C(C(C1=CC=CC=C1)C1=CC=CC=C1)=O (1-cyclopropyl-2,2-diphenylethanone), Cl (hydrochloric acid). Product: 17, ClCCCC(C(C1=CC=CC=C1)C1=CC=CC=C1)=O (5-chloro-1,1-diphenyl-2-pentanone). Reaction SMILES: [CH:1]1([C:4](=[O:18])[CH:5]([C:12]2[CH:17]=[CH:16][CH:15]=[CH:14][CH:13]=2)[C:6]2[CH:11]=[CH:10][CH:9]=[CH:8][CH:7]=2)[CH2:3][CH2:2]1.[ClH:19]>>[Cl:19][CH2:3][CH2:2][CH2:1][C:4](=[O:18])[CH:5]([C:12]1[CH:17]=[CH:16][CH:15]=[CH:14][CH:13]=1)[C:6]1[CH:11]=[CH:10][CH:9]=[CH:8][CH:7]=1. Procedure: A mixture of 16 parts of 1-cyclopropyl-2,2-diphenylethanone and 300 parts of hydrochloric acid were stirred and refluxed for 4 hours. The reaction mixture was cooled and extracted with 2,2'-oxybispropane. The extract was washed with water and with a diluted sodium hydrogen carbonate solution, dried, filtered and evaporated, yielding 17 parts of 5-chloro-1,1-diphenyl-2-pentanone as a residue. (intermediate 3). Reactants: CO, [Li+], [OH-], O, O, CCOC(=O)c1cc2cccnc2o1. Product: O=C(O)c1cc2cccnc2o1. Reaction SMILES: [CH3:18][OH:19].[Li+:17].[OH-:16].[OH2:15].[OH2:20].[o:1]1[c:2]([C:10](=[O:11])[O:12][CH2:13][CH3:14])[cH:3][c:4]2[c:5]1[n:6][cH:7][cH:8][cH:9]2>>[o:1]1[c:2]([C:10](=[O:11])[OH:12])[cH:3][c:4]2[c:5]1[n:6][cH:7][cH:8][cH:9]2. Starting materials: C(C)N(C(=O)Cl)CC (Diethylcarbamoyl chloride), N1N=C(N=C1)S(=O)(=O)CC1CC1 (cyclopropylmethyl 1,2,4-triazol-3-yl sulfone), Cl (hydrochloric acid). Solvent: N1=CC=CC=C1 (pyridine). Run at time 8 hour. Product: C1(CC1)CS(=O)(=O)C1=NN(C=N1)C(=O)N(CC)CC (3-(cyclopropylmethylsulfonyl)-N,N-diethyl-1,2,4-triazole-1-carboxamide). Yield: 97.5%. Reaction SMILES: [CH2:1]([N:3]([CH2:7][CH3:8])[C:4](Cl)=[O:5])[CH3:2].[NH:9]1[CH:13]=[N:12][C:11]([S:14]([CH2:17][CH:18]2[CH2:20][CH2:19]2)(=[O:16])=[O:15])=[N:10]1.Cl>N1C=CC=CC=1>[CH:18]1([CH2:17][S:14]([C:11]2[N:12]=[CH:13][N:9]([C:4]([N:3]([CH2:7][CH3:8])[CH2:1][CH3:2])=[O:5])[N:10]=2)(=[O:15])=[O:16])[CH2:19][CH2:20]1. Procedure: Diethylcarbamoyl chloride (1.55 ml; 11.8 mmol) was added to cyclopropylmethyl 1,2,4-triazol-3-yl sulfone (2.07 g; 11.1 mmol) in dry pyridine (10 ml) under dry nitrogen. The resulting solution was stirred at room temperature overnight. The resulting mixture was poured into cold 2M hydrochloric acid (40 ml) and the cloudy solution extracted into ethyl acetate (3×50 ml). The extracts were combined, washed with saturated brine (50 ml), dried (Na2SO4), filtered and evaporated to afford 3-(cyclopropyl... Isolated yield 67.8%. The reactants are C(C)(=O)OCC (ethyl acetate), C[Li] (methyl lithium), CCOCC (ether), CeCl3, C[Li] (methyl lithium), CCOCC (ether), BrC1=C(C=CC(=C1)C(C)C)N(C1=NC(=CC(=N1)C(=O)O)C)CC (N-(2-bromo-4-(1-methylethyl)phenyl)-N-ethyl-4-carboxy-6-methylpyrimidinamine). Run at temperature -78 celsius, time 5 hour. RXN SMILES: [Br:1][C:2]1[CH:7]=[C:6]([CH:8]([CH3:10])[CH3:9])[CH:5]=[CH:4][C:3]=1[N:11]([CH2:22][CH3:23])[C:12]1[N:17]=[C:16]([C:18]([OH:20])=O)[CH:15]=[C:14]([CH3:21])[N:13]=1.C[Li].[CH3:26]COCC.C(OCC)(=O)C>C1COCC1>[Br:1][C:2]1[CH:7]=[C:6]([CH:8]([CH3:10])[CH3:9])[CH:5]=[CH:4][C:3]=1[N:11]([CH2:22][CH3:23])[C:12]1[N:17]=[C:16]([C:18](=[O:20])[CH3:26])[CH:15]=[C:14]([CH3:21])[N:13]=1. Product: BrC1=C(C=CC(=C1)C(C)C)N(C1=NC(=CC(=N1)C(C)=O)C)CC (N-(2-bromo-4-(1-methylethyl)phenyl)-N-ethyl-4-acetyl-6-methylpyrimidinamine). Procedure: A solution of N-(2-bromo-4-(1-methylethyl)phenyl)-N-ethyl-4-carboxy-6-methylpyrimidinamine (3.7 g, 9.8 mmol) in anhydrous THF (25 mL) was cooled with stirring to −78° C. under a nitrogen atmosphere. A solution of methyl lithium in ether (1.4 M, 7 mL, 9.8 mmol) was added dropwise and the reaction mixture was stirred at −78° C. for 1 h. The CeCl3 suspension was transferred via cannula into the reaction mixture and stirring at −78° C. was continued for 5 h. A solution of methyl lithium in ether (1.... Run in hexanes, C1CCOC1 (THF). Starting materials: N\C(=C/C(=O)NC1=CC(=C(C=C1)N(CCCCCC)CCCCCC)Cl)\C ((Z)-3-amino-N-(3-chloro-4-(dihexylamino)phenyl)but-2-enamide), C(C)(OCC)(OCC)OCC (triethyl orthoacetate). Run at temperature 150 celsius, time 8 hour. The product is ClC=1C=C(C=CC1N(CCCCCC)CCCCCC)N1C(=NC(=CC1=O)C)C (3-(3-chloro-4-(dihexylamino)phenyl)-2,6-dimethylpyrimidin-4(3H)-one). The yield is 33.0%. RXN SMILES: [NH2:1]/[C:2](/[CH3:27])=[CH:3]\[C:4]([NH:6][C:7]1[CH:12]=[CH:11][C:10]([N:13]([CH2:20][CH2:21][CH2:22][CH2:23][CH2:24][CH3:25])[CH2:14][CH2:15][CH2:16][CH2:17][CH2:18][CH3:19])=[C:9]([Cl:26])[CH:8]=1)=[O:5].[C:28](OCC)(OCC)(OCC)[CH3:29]>>[Cl:26][C:9]1[CH:8]=[C:7]([N:6]2[C:4](=[O:5])[CH:3]=[C:2]([CH3:27])[N:1]=[C:28]2[CH3:29])[CH:12]=[CH:11][C:10]=1[N:13]([CH2:20][CH2:21][CH2:22][CH2:23][CH2:24][CH3:25])[CH2:14][CH2:15][CH2:16][CH2:17][CH2:18][CH3:19]. Procedure: A mixture of (Z)-3-amino-N-(3-chloro-4-(dihexylamino)phenyl)but-2-enamide (3.94 g, 10 mmol) and triethyl orthoacetate (80 mL) was stirred at 150° C. overnight. The mixture was then cooled to rt and concentrated in vacuo. The residue was purified by a silica gel column chromatography (PE/EtOAc (V/V)=2:1) to give the title compound as pale yellow oil (1.36 g, 33%). The compound was characterized by the following spectroscopic data: Starting materials: [Na] (sodium), ClC=1C(=NSN1)C=1C=NC=CC1 (3-(4-chloro-1,2,5-thiadiazol-3-yl)pyridine), C(CCCC)O (1-pentanol). Reaction conditions: temperature 50 celsius, time 3 hour. Yields the product C(CCCC)OC=1C(=NSN1)C=1C=NC=CC1 (3-(4-pentyloxy-1,2,5-thiadiazol-3-yl)pyridine). Reaction SMILES: [Na].Cl[C:3]1[C:4]([C:8]2[CH:9]=[N:10][CH:11]=[CH:12][CH:13]=2)=[N:5][S:6][N:7]=1.[CH2:14]([OH:19])[CH2:15][CH2:16][CH2:17][CH3:18]>>[CH2:14]([O:19][C:3]1[C:4]([C:8]2[CH:9]=[N:10][CH:11]=[CH:12][CH:13]=2)=[N:5][S:6][N:7]=1)[CH2:15][CH2:16][CH2:17][CH3:18] |^1:0|. Reported procedure: To a solution of sodium (230 mg, 10 mmol) in 1-pentanol (20 ml) was added 3-(4-chloro-1,2,5-thiadiazol-3-yl)pyridine (490 mg, 2.5 mmol). The mixture was stirred at 50° C. for 3 h and evaporated. The residue was dissolved in water and extracted with methylene chloride. The combined organic phases were dried and evaporated to give the wanted compound.